Dataset: the Open Reaction Database (ORD), a public repository of structured organic reaction records. Task: describe an organic reaction: reactants, conditions, products, and yield The product is COC=1C=C2C(=CC=NC2=CC1OC)OC=1C=C2CCNC2=CC1 (6,7-Dimethoxy-4-(5-indolinyloxy)quinoline). The yield is 79.5%. The solvent is FC(C(=O)O)(F)F (trifluoroacetic acid), C(C)(=O)OCC (ethyl acetate). The reactants are COC=1C=C2C(=CC=NC2=CC1OC)OC=1C=C2C=CNC2=CC1 (6,7-dimethoxy-4-(5-indolyloxy)quinoline), C(C)[SiH](CC)CC (triethylsilane), O (water), [Na] (sodium). Reaction conditions: time 30 minute. RXN SMILES: [CH3:1][O:2][C:3]1[CH:4]=[C:5]2[C:10](=[CH:11][C:12]=1[O:13][CH3:14])[N:9]=[CH:8][CH:7]=[C:6]2[O:15][C:16]1[CH:17]=[C:18]2[C:22](=[CH:23][CH:24]=1)[NH:21][CH:20]=[CH:19]2.C([SiH](CC)CC)C.[Na].O>FC(F)(F)C(O)=O.C(OCC)(=O)C>[CH3:1][O:2][C:3]1[CH:4]=[C:5]2[C:10](=[CH:11][C:12]=1[O:13][CH3:14])[N:9]=[CH:8][CH:7]=[C:6]2[O:15][C:16]1[CH:17]=[C:18]2[C:22](=[CH:23][CH:24]=1)[NH:21][CH2:20][CH2:19]2 |^1:31|. Procedure details: After dissolving 6,7-dimethoxy-4-(5-indolyloxy)quinoline (30 mg, 0.0780 mmol, described in WO9717329, p.52) in trifluoroacetic acid (0.9 ml), triethylsilane (45 ml, 0.2808 mmol, 3.0 eqM) was added while cooling on ice, and the mixture was stirred for 4 hours and 30 minutes at room temperature under a nitrogen atmosphere. After cooling, the reaction solution was diluted with ethyl acetate, neutralized with saturated sodium bicarnobate water, extracted with ethyl acetate, washed with saturated bri... Reactants: C1(CCCC1)C(CCC1=CC(=C(C=C1)C(C#N)(CC)CC)F)(CC=1OC(OC(C1)=O)(C)C)O (2-{4-[3-Cyclopentyl-4-(2,2-dimethyl-6-oxo-6H-[1,3]dioxin-4-yl)-3-hydroxy-butyl]-2-fluoro-phenyl}-2-ethyl-butyronitrile), C1(CCCC1)C(CCC1=CC(=C(C=C1)C1(CC1)C#N)F)(CC=1OC(OC(C1)=O)(C)C)O (1-{4-[3-Cyclopentyl-4-(2,2-dimethyl-6-oxo-6H-[1, 3]dioxin-4-yl)-3-hydroxy-butyl]-2-fluoro-phenyl}-cyclopropanecarbonitrile). Yields the product C1(CCCC1)C1(OC(CC(C1)=O)=O)CCC1=CC(=C(C=C1)C(C#N)(CC)CC)F (2-{4-[2-(2-Cyclopentyl-4,6-dioxo-tetrahydro-pyran-2-yl)-ethyl]-2-fluoro-phenyl}-2-ethyl-butyronitrile). RXN SMILES: [CH:1]1(C(O)(CC2OC(C)(C)OC(=O)C=2)CCC2C=CC(C(CC)(CC)C#N)=C(F)C=2)CCC[CH2:2]1.[CH:34]1([C:39]([OH:64])([CH2:54][C:55]2[O:56]C(C)(C)O[C:59](=[O:61])[CH:60]=2)[CH2:40][CH2:41][C:42]2[CH:47]=[CH:46][C:45]([C:48]3([C:51]#[N:52])[CH2:50][CH2:49]3)=[C:44]([F:53])[CH:43]=2)[CH2:38][CH2:37][CH2:36][CH2:35]1>>[CH:34]1([C:39]2([CH2:40][CH2:41][C:42]3[CH:47]=[CH:46][C:45]([C:48]([CH2:1][CH3:2])([CH2:50][CH3:49])[C:51]#[N:52])=[C:44]([F:53])[CH:43]=3)[CH2:54][C:55](=[O:56])[CH2:60][C:59](=[O:61])[O:64]2)[CH2:38][CH2:37][CH2:36][CH2:35]1. Reported procedure: The desired product was prepared analogously to Example A(86) step 5, substituting 2-{4-[3-Cyclopentyl-4-(2,2-dimethyl-6-oxo-6H-[1,3]dioxin-4-yl)-3-hydroxy-butyl]-2-fluoro-phenyl}-2-ethyl-butyronitrile (0.84 g, 1.8 mmol) from step 3 below in place of 1-{4-[3-Cyclopentyl-4-(2,2-dimethyl-6-oxo-6H-[1, 3]dioxin-4-yl)-3-hydroxy-butyl]-2-fluoro-phenyl}-cyclopropanecarbonitrile. Yield: 0.393 g, 54%. Reactants: C(C)(=O)NN (acetohydrazide), CI (Methyl iodide), NC(C[C@@H]1CN(CCO[C@H]1C1=CC(=C(C=C1)Cl)Cl)C(=O)OC(C)(C)C)=S (tert-butyl (6R,7R)-6-(2-amino-2-thioxoethyl)-7-(3,4-dichlorophenyl)-1,4-oxazepane-4-carboxylate), C([O-])([O-])=O.[K+].[K+] (potassium carbonate), CC(=O)C (acetone), C(O)([O-])=O.[Na+] (sodium hydrogen carbonate). Reaction conditions: time 4 hour. Product: ClC=1C=C(C=CC1Cl)[C@H]1[C@@H](CN(CCO1)C(=O)OC(C)(C)C)CC1=NN=C(N1)C (tert-butyl (6R,7R)-7-(3,4-dichlorophenyl)-6-[(5-methyl-4H-1,2,4-triazol-3-yl)methyl]-1,4-oxazepane-4-carboxylate). The yield is 79.0%. As a reaction SMILES: [CH3:1]I.[NH2:3][C:4](=S)[CH2:5][C@H:6]1[C@H:12]([C:13]2[CH:18]=[CH:17][C:16]([Cl:19])=[C:15]([Cl:20])[CH:14]=2)[O:11][CH2:10][CH2:9][N:8](C(OC(C)(C)C)=O)[CH2:7]1.[C:29](=[O:32])([O-])[O-:30].[K+].[K+].[C:35]([NH:38][NH2:39])(=O)[CH3:36].C(=O)([O-])O.[Na+].[CH3:45][C:46]([CH3:48])=O>>[Cl:20][C:15]1[CH:14]=[C:13]([C@@H:12]2[O:11][CH2:10][CH2:9][N:8]([C:29]([O:30][C:46]([CH3:48])([CH3:1])[CH3:45])=[O:32])[CH2:7][C@H:6]2[CH2:5][C:4]2[NH:3][C:35]([CH3:36])=[N:38][N:39]=2)[CH:18]=[CH:17][C:16]=1[Cl:19] |f:2.3.4,6.7|. Procedure details: Methyl iodide (0.214 mL, 3.43 mmol) was added to a suspension of tert-butyl (6R,7R)-6-(2-amino-2-thioxoethyl)-7-(3,4-dichlorophenyl)-1,4-oxazepane-4-carboxylate (288 mg, 0.69 mmol) and potassium carbonate (142 mg, 1.03 mmol) in acetone (5 mL) at room temperature. The reaction mixture was stirred at room temperature for 4 hr, and concentrated under reduced pressure. To the residue was added aqueous sodium hydrogen carbonate solution, and the mixture was extracted with ethyl acetate. The extract w...